This data is from the Open Reaction Database (ORD), a public repository of structured organic reaction records. The task is: describe an organic reaction: reactants, conditions, products, and yield Reactants: NC=1C(=NC=CC1)Cl (3-amino-2-chloropyridine), FC(CO)(F)F (2,2,2-trifluoroethanol), FC(C(=O)O)(F)F (trifluoroacetic acid), N(=O)OC(C)(C)C (t-butyl nitrite), solution, C([O-])(O)=O.[Na+] (sodium bicarbonate), FC(CO)(F)F (2,2,2-trifluoroethanol), diazonium salt. Conditions: temperature 55 celsius. Yields the product ClC1=NC=CC=C1OCC(F)(F)F (2-chloro-3-(2,2,2-trifluoroethoxy)pyridine), crude oil. Isolated yield 62.6%. RXN SMILES: N[C:2]1[C:3]([Cl:8])=[N:4][CH:5]=[CH:6][CH:7]=1.[F:9][C:10]([F:14])([F:13])[CH2:11][OH:12].FC(F)(F)C(O)=O.N(OC(C)(C)C)=O.C(=O)(O)[O-].[Na+]>>[Cl:8][C:3]1[C:2]([O:12][CH2:11][C:10]([F:14])([F:13])[F:9])=[CH:7][CH:6]=[CH:5][N:4]=1 |f:4.5|. Reported procedure: A reactor vessel is charged with 3-amino-2-chloropyridine (2.7 g, 21 mmol), 2,2,2-trifluoroethanol (15 g, 150 mmol), and trifluoroacetic acid (3.63 g, 31.8 mmol). The solution is cooled to the range 0° C. to 5° C. and then the reagent t-butyl nitrite (2.51 g of a 96% solution, 23.4 mmol) is added drop-wise to the vessel maintaining the temperature in the range 0° C. to 5° C. After stirring a few minutes the solution is transferred drop-wise to a reactor vessel containing 2,2,2-trifluoroethanol (... Reactants: [H-], [H][H], CI, CCN(CC)CCNC(=O)c1cc(Cl)c(N)cc1OCC(C)=O, [Na+], CN(C)C=O. Product: CCN(CC)CCNC(=O)c1cc(Cl)c(N)cc1OC(C)C(C)=O. Reaction SMILES: [H-:1].[H:26][H:27].[I:28][CH3:29].[NH2:3][c:4]1[cH:5][c:6]([O:21][CH2:22][C:23]([CH3:24])=[O:25])[c:7]([C:8](=[O:9])[NH:10][CH2:11][CH2:12][N:13]([CH2:14][CH3:15])[CH2:16][CH3:17])[cH:18][c:19]1[Cl:20].[Na+:2].[O:30]=[CH:31][N:32]([CH3:33])[CH3:34]>>[NH2:3][c:4]1[cH:5][c:6]([O:21][CH:22]([C:23]([CH3:24])=[O:25])[CH3:29])[c:7]([C:8](=[O:9])[NH:10][CH2:11][CH2:12][N:13]([CH2:14][CH3:15])[CH2:16][CH3:17])[cH:18][c:19]1[Cl:20]. Reactants: [H-].[Na+] (sodium hydride), ClC=1C=CC(=C(CN2C(=CC=C2)C(O)C2CCN(CC2)C)C1)F ([1-(5-chloro-2-fluorobenzyl)-2-pyrryl]-[(1-methyl)piperidin-4-yl]methanol). Conditions: temperature 70 celsius. Product: ClC=1C=CC2=C(CN3C(C(O2)C2CCN(CC2)C)=CC=C3)C1 (7-Chloro-11-[(1-methyl)piperidin-4-yl]-5H,11H-pyrrolo[2,1-c][1,4]benzoxazepine). Reaction SMILES: [H-].[Na+].[Cl:3][C:4]1[CH:5]=[CH:6][C:7](F)=[C:8]([CH:24]=1)[CH2:9][N:10]1[CH:14]=[CH:13][CH:12]=[C:11]1[CH:15]([CH:17]1[CH2:22][CH2:21][N:20]([CH3:23])[CH2:19][CH2:18]1)[OH:16]>>[Cl:3][C:4]1[CH:5]=[CH:6][C:7]2[O:16][CH:15]([CH:17]3[CH2:22][CH2:21][N:20]([CH3:23])[CH2:19][CH2:18]3)[C:11]3=[CH:12][CH:13]=[CH:14][N:10]3[CH2:9][C:8]=2[CH:24]=1 |f:0.1|. Procedure details: To a suspension of sodium hydride (60% in oil, washed once with hexane) in 75 ml of 25% DMF/benzene mixture was added a solution of [1-(5-chloro-2-fluorobenzyl)-2-pyrryl]-[(1-methyl)piperidin-4-yl]methanol (83.7 g, 0.248 mole in 200 ml 25% DMF/benzene). This was heated at 70° C. for 3.5 hours. Reactants: N1=CC=C(C=C1)C=CC1=C(N)C=CC=C1 (2-[2-(4-pyridyl)ethenyl]aniline), COC1=CC=C(C=C1)S(=O)(=O)Cl (p-methoxybenzenesulfonyl chloride). Yields the product COC1=CC=C(C=C1)S(=O)(=O)NC1=C(C=CC=C1)/C=C/C1=CC=NC=C1 ((E)-4-[2-[2-[[(p-Methoxyphenyl)sulfonyl]amino]phenyl]ethenyl]pyridine). Yield: 21.1%. As a reaction SMILES: [N:1]1[CH:6]=[CH:5][C:4]([CH:7]=[CH:8][C:9]2[CH:15]=[CH:14][CH:13]=[CH:12][C:10]=2[NH2:11])=[CH:3][CH:2]=1.[CH3:16][O:17][C:18]1[CH:23]=[CH:22][C:21]([S:24](Cl)(=[O:26])=[O:25])=[CH:20][CH:19]=1>>[CH3:16][O:17][C:18]1[CH:19]=[CH:20][C:21]([S:24]([NH:11][C:10]2[CH:12]=[CH:13][CH:14]=[CH:15][C:9]=2/[CH:8]=[CH:7]/[C:4]2[CH:5]=[CH:6][N:1]=[CH:2][CH:3]=2)(=[O:26])=[O:25])=[CH:22][CH:23]=1. Reported procedure: Using 4.93 g of 2-[2-(4-pyridyl)ethenyl]aniline and 5.70 g of p-methoxybenzenesulfonyl chloride, the reaction and after-treatment procedure of Example 1 was otherwise carried out to give a crystal crop. This crystal crop was recrystallized from ethanol to provide 1.94 g of the title compound (light yellowish white prisms). m.p. 207-209° C. The reactants are C([O-])([O-])=O.[Li+].[Li+] (lithium carbonate), FC1=C(C#N)C(=CC(=C1)F)F (2,4,6-trifluorobenzonitrile), OC(C)(C)[C@@H]1[C@@H](NCC1)C ((2S,3S)-3-(1-hydroxy-1-methylethyl)-2-methylpyrrolidine). Yields the product FC1=C(C#N)C(=CC(=C1)N1[C@H]([C@H](CC1)C(C)(C)O)C)F (2,6-difluoro-4-[(2S,3S)-3-(1-hydroxy-1-methylethyl)-2-methylpyrrolidin-1-yl]benzonitrile), solid. Reaction SMILES: [F:1][C:2]1[CH:9]=[C:8](F)[CH:7]=[C:6]([F:11])[C:3]=1[C:4]#[N:5].[OH:12][C:13]([C@H:16]1[CH2:20][CH2:19][NH:18][C@H:17]1[CH3:21])([CH3:15])[CH3:14].C(=O)([O-])[O-].[Li+].[Li+]>>[F:1][C:2]1[CH:9]=[C:8]([N:18]2[CH2:19][CH2:20][C@H:16]([C:13]([OH:12])([CH3:15])[CH3:14])[C@@H:17]2[CH3:21])[CH:7]=[C:6]([F:11])[C:3]=1[C:4]#[N:5] |f:2.3.4|. Procedure: Using 2,4,6-trifluorobenzonitrile (786 mg), (2S,3S)-3-(1-hydroxy-1-methylethyl)-2-methylpyrrolidine 1/2 oxalate (1.04 g) and lithium carbonate (784 mg), the title compound was obtained as a colorless solid (yield: 538 mg) by an operation similar to that in Example 3. Reactants: C(=O)([O-])[O-].[Na+].[Na+] (Na2CO3), [N+](=O)([O-])C1=CC=C(C(=O)O[C@@H]2C[C@H](C3=C2N=CN=C3Cl)C)C=C1 ((5R,7R)-4-chloro-5-methyl-6,7-dihydro-5H-cyclopenta[d]pyrimidin-7-yl 4-nitrobenzoate), B1(OC(C(O1)(C)C)(C)C)C2=CCN(CC2)C(=O)OC(C)(C)C (3,6-dihydro-2H-pyridine-1-tert-butoxycarbonyl-4-boronic acid), pinacol ester, [Li+].[OH-] (LiOH). Reagents/catalysts: C1=CC=C(C=C1)P([C-]2C=CC=C2)C3=CC=CC=C3.C1=CC=C(C=C1)P([C-]2C=CC=C2)C3=CC=CC=C3.Cl[Pd]Cl.[Fe+2] (Pd(dppf)Cl2). The solvent is O (Water), O1CCOCC1 (1,4-dioxane). Reaction conditions: temperature 120 celsius, time 18 hour. Yields the product O[C@@H]1C[C@H](C2=C1N=CN=C2C2=CCN(CC2)C(=O)OC(C)(C)C)C (tert-butyl 4-((5R,7R)-7-hydroxy-5-methyl-6,7-dihydro-5H-cyclopenta[d]pyrimidin-4-yl)-5,6-dihydropyridine-1(2H)-carboxylate). Yield: 67.0%. As a reaction SMILES: C([O-])([O-])=O.[Na+].[Na+].[N+](C1C=CC(C([O:16][C@H:17]2[C:21]3[N:22]=[CH:23][N:24]=[C:25](Cl)[C:20]=3[C@H:19]([CH3:27])[CH2:18]2)=O)=CC=1)([O-])=O.B1([C:39]2[CH2:44][CH2:43][N:42]([C:45]([O:47][C:48]([CH3:51])([CH3:50])[CH3:49])=[O:46])[CH2:41][CH:40]=2)OC(C)(C)C(C)(C)O1.[Li+].[OH-]>O1CCOCC1.C1C=CC(P(C2C=CC=CC=2)[C-]2C=CC=C2)=CC=1.C1C=CC(P(C2C=CC=CC=2)[C-]2C=CC=C2)=CC=1.Cl[Pd]Cl.[Fe+2].O>[OH:16][C@H:17]1[C:21]2[N:22]=[CH:23][N:24]=[C:25]([C:39]3[CH2:44][CH2:43][N:42]([C:45]([O:47][C:48]([CH3:51])([CH3:50])[CH3:49])=[O:46])[CH2:41][CH:40]=3)[C:20]=2[C@H:19]([CH3:27])[CH2:18]1 |f:0.1.2,5.6,8.9.10.11|. Reported procedure: A solution of Na2CO3 (2 mL, 2M) was added to a solution of (5R,7R)-4-chloro-5-methyl-6,7-dihydro-5H-cyclopenta[d]pyrimidin-7-yl 4-nitrobenzoate (334 mg, 1.00 mmol), 3,6-dihydro-2H-pyridine-1-tert-butoxycarbonyl-4-boronic acid, pinacol ester (340 mg, 1.10 mmol) in 1,4-dioxane (6 mL). The mixture was sparged with N2 for 2 minutes. The catalyst Pd(dppf)Cl2 (65 mg, 0.08 mmol) was added in one portion. The reaction vial was sealed and heated in microwave to 120° C. for 20 minutes. A solution of LiOH ...